This data is from the Open Reaction Database (ORD), a public repository of structured organic reaction records. The task is: describe an organic reaction: reactants, conditions, products, and yield Reactants: [Si](C)(C)(C(C)(C)C)OCCNCC1CC1 ([2-(tert-butyl-dimethylsilanyloxy)-ethyl]-cyclopropylmethyl-amine), [Si](C)(C)(C(C)(C)C)OCCN(C(=O)C1=NC(=NC(=C1OCC1=CC=CC=C1)O)CC1(CCCC1)N1C=CC=2C1=NC=CC2)C (5-benzyloxy-6-hydroxy-2-(1-pyrrolo[2,3-b]pyridin-1-yl-cyclopentylmethyl)-pyrimidine-4-carboxylic acid [2-(tert-butyl-dimethylsilanyloxy)-ethyl]-methyl-amide), C(C1=CC=CC=C1)OC=1C(=NC(=NC1O)CC1(CCCC1)N1C=CC=2C1=NC=CC2)C(=O)O (5-benzyloxy-6-hydroxy-2-(1-pyrrolo[2,3-b]pyridin-1-yl-cyclopentyl methyl)-pyrimidine-4-carboxylic acid). Yields the product [Si](C)(C)(C(C)(C)C)OCCN(C(=O)C1=NC(=NC(=C1OCC1=CC=CC=C1)O)CC1(CCCC1)N1C=CC=2C1=NC=CC2)CC2CC2 (5-Benzyloxy-6-hydroxy-2-(1-pyrrolo[2,3-b]pyridin-1-yl-cyclopentylmethyl)-pyrimidine-4-carboxylic acid [2-(tert-butyl-dimethylsilanyloxy)-ethyl]-cyclopropylmethyl-amide), solid. Procedure: 5-Benzyloxy-6-hydroxy-2-(1-pyrrolo[2,3-b]pyridin-1-yl-cyclopentylmethyl)-pyrimidine-4-carboxylic acid [2-(tert-butyl-dimethylsilanyloxy)-ethyl]-cyclopropylmethyl-amide (413) was prepared following the same method as described for 5-benzyloxy-6-hydroxy-2-(1-pyrrolo[2,3-b]pyridin-1-yl-cyclopentylmethyl)-pyrimidine-4-carboxylic acid [2-(tert-butyl-dimethylsilanyloxy)-ethyl]-methyl-amide (405) from 5-benzyloxy-6-hydroxy-2-(1-pyrrolo[2,3-b]pyridin-1-yl-cyclopentylmethyl)-pyrimidine-4-carboxylic acid ... Yield: 61.0%. RXN SMILES: [Si:1]([O:8][CH2:9][CH2:10][N:11]([CH3:44])[C:12]([C:14]1[C:19]([O:20][CH2:21][C:22]2[CH:27]=[CH:26][CH:25]=[CH:24][CH:23]=2)=[C:18]([OH:28])[N:17]=[C:16]([CH2:29][C:30]2([N:35]3[C:39]4=[N:40][CH:41]=[CH:42][CH:43]=[C:38]4[CH:37]=[CH:36]3)[CH2:34][CH2:33][CH2:32][CH2:31]2)[N:15]=1)=[O:13])([C:4]([CH3:7])([CH3:6])[CH3:5])([CH3:3])[CH3:2].[CH2:45](OC1C(C(O)=O)=NC(CC2(N3C4=NC=CC=C4C=C3)CCCC2)=NC=1O)[C:46]1[CH:51]=CC=CC=1.[Si](OCCNCC1CC1)(C(C)(C)C)(C)C>>[Si:1]([O:8][CH2:9][CH2:10][N:11]([CH2:44][CH:51]1[CH2:46][CH2:45]1)[C:12]([C:14]1[C:19]([O:20][CH2:21][C:22]2[CH:27]=[CH:26][CH:25]=[CH:24][CH:23]=2)=[C:18]([OH:28])[N:17]=[C:16]([CH2:29][C:30]2([N:35]3[C:39]4=[N:40][CH:41]=[CH:42][CH:43]=[C:38]4[CH:37]=[CH:36]3)[CH2:31][CH2:32][CH2:33][CH2:34]2)[N:15]=1)=[O:13])([C:4]([CH3:5])([CH3:6])[CH3:7])([CH3:3])[CH3:2]. Reactants: CC(C)(C)O, CCOC(=O)c1cc2ccncc2c(Cl)n1, Cc1[nH]c(C(=O)NC2CC[NH2+]CC2)c(Cl)c1Cl, O=C([O-])C(F)(F)F, [K+], [K+], O=C([O-])[O-]. The product is CCOC(=O)c1cc2ccncc2c(N2CCC(NC(=O)c3[nH]c(C)c(Cl)c3Cl)CC2)n1. As a reaction SMILES: [CH3:47][C:48]([OH:49])([CH3:50])[CH3:51].[Cl:1][c:2]1[n:3][c:4]([C:12](=[O:13])[O:14][CH2:15][CH3:16])[cH:5][c:6]2[cH:7][cH:8][n:9][cH:10][c:11]12.[Cl:24][c:25]1[c:26]([C:32](=[O:33])[NH:34][CH:35]2[CH2:36][CH2:37][NH2+:38][CH2:39][CH2:40]2)[nH:27][c:28]([CH3:31])[c:29]1[Cl:30].[F:17][C:18]([F:19])([F:20])[C:21]([O-:22])=[O:23].[K+:41].[K+:42].[O-:43][C:44]([O-:45])=[O:46]>>[c:2]1([N:38]2[CH2:37][CH2:36][CH:35]([NH:34][C:32]([c:26]3[c:25]([Cl:24])[c:29]([Cl:30])[c:28]([CH3:31])[nH:27]3)=[O:33])[CH2:40][CH2:39]2)[n:3][c:4]([C:12](=[O:13])[O:14][CH2:15][CH3:16])[cH:5][c:6]2[cH:7][cH:8][n:9][cH:10][c:11]12.